Dataset: the Open Reaction Database (ORD), a public repository of structured organic reaction records. Task: describe an organic reaction: reactants, conditions, products, and yield Starting materials: CC(C)(C)c1cc2ncc(Br)cn2n1, C#Cc1cccnc1. Reaction SMILES: [Br:1][c:2]1[cH:3][n:4][c:5]2[n:6]([cH:7]1)[n:8][c:9]([C:11]([CH3:12])([CH3:13])[CH3:14])[cH:10]2.[C:15](#[CH:16])[c:17]1[cH:18][n:19][cH:20][cH:21][cH:22]1>>[c:2]1([C:16]#[C:15][c:17]2[cH:18][n:19][cH:20][cH:21][cH:22]2)[cH:3][n:4][c:5]2[n:6]([cH:7]1)[n:8][c:9]([C:11]([CH3:12])([CH3:13])[CH3:14])[cH:10]2. The product is CC(C)(C)c1cc2ncc(C#Cc3cccnc3)cn2n1.